Dataset: the Open Reaction Database (ORD), a public repository of structured organic reaction records. Task: describe an organic reaction: reactants, conditions, products, and yield Reactants: O (water), Cl (hydrochloric acid), complex, CN(C(C(CCC)=O)C1(CCC1)C1=CC=C(C=C1)C)C (1-dimethylamino-1-[1-(4-tolyl)cyclobutyl]pentan-2-one). Solvent: O1CCCC1 (tetrahydrofuran), petroleum ether. Reaction conditions: time 3 day. Yields the product CN(C(C(CCC)O)C1(CCC1)C1=CC=C(C=C1)C)C (1-dimethylamino-1-[1 -(4-tolyl)cyclobutyl]pentan-2-ol). RXN SMILES: [CH3:1][N:2]([CH3:20])[CH:3]([C:9]1([C:13]2[CH:18]=[CH:17][C:16]([CH3:19])=[CH:15][CH:14]=2)[CH2:12][CH2:11][CH2:10]1)[C:4](=[O:8])[CH2:5][CH2:6][CH3:7].O.Cl>O1CCCC1>[CH3:20][N:2]([CH3:1])[CH:3]([C:9]1([C:13]2[CH:18]=[CH:17][C:16]([CH3:19])=[CH:15][CH:14]=2)[CH2:12][CH2:11][CH2:10]1)[CH:4]([OH:8])[CH2:5][CH2:6][CH3:7]. Reported procedure: Boranedimethylsulphide complex (3 ml) was added dropwise under nitrogen over a period of 20 minutes to a solution of 1-dimethylamino-1-[1-(4-tolyl)cyclobutyl]pentan-2-one (1.85 g prepared as described in Example 16) in tetrahydrofuran (20 ml) and the resulting mixture stirred for 3 days at ambient temperature. The mixture was cooled to 0° C. and water (25 ml) and then 5N hydrochloric acid (25 ml) added. The mixture was basified and the tetrahydrofuran removed by evaporation. The residue was extr... Starting materials: CCOC(C)=O, COC=O, C=C(C)C(C(=O)OC(c1ccccc1)c1ccccc1)N1C(=O)C(NC(=O)COc2ccccc2)C1Cl, CC(C)(C)OCl. The product is C=C(CCl)C(C(=O)OC(c1ccccc1)c1ccccc1)N1C(=O)C(NC(=O)COc2ccccc2)C1Cl. As a reaction SMILES: [CH3:48][CH2:49][O:50][C:51](=[O:52])[CH3:53].[CH:38]([O:39][CH3:40])=[O:41].[Cl:1][CH:2]1[CH:3]([NH:27][C:28]([CH2:29][O:30][c:31]2[cH:32][cH:33][cH:34][cH:35][cH:36]2)=[O:37])[C:4](=[O:26])[N:5]1[CH:6]([C:7](=[O:8])[O:9][CH:10]([c:11]1[cH:12][cH:13][cH:14][cH:15][cH:16]1)[c:17]1[cH:18][cH:19][cH:20][cH:21][cH:22]1)[C:23](=[CH2:24])[CH3:25].[Cl:42][O:43][C:44]([CH3:45])([CH3:46])[CH3:47]>>[Cl:1][CH:2]1[CH:3]([NH:27][C:28]([CH2:29][O:30][c:31]2[cH:32][cH:33][cH:34][cH:35][cH:36]2)=[O:37])[C:4](=[O:26])[N:5]1[CH:6]([C:7](=[O:8])[O:9][CH:10]([c:11]1[cH:12][cH:13][cH:14][cH:15][cH:16]1)[c:17]1[cH:18][cH:19][cH:20][cH:21][cH:22]1)[C:23](=[CH2:24])[CH2:25][Cl:42]. Starting materials: CCOC(C)=O, CCO, COCCOc1ccc([N+](=O)[O-])cc1Cl. Product: COCCOc1ccc(N)cc1Cl. As a reaction SMILES: [CH3:16][CH2:17][O:18][C:19]([CH3:20])=[O:21].[CH3:22][CH2:23][OH:24].[Cl:1][c:2]1[c:3]([O:11][CH2:12][CH2:13][O:14][CH3:15])[cH:4][cH:5][c:6]([N+:8]([O-:9])=[O:10])[cH:7]1>>[Cl:1][c:2]1[c:3]([O:11][CH2:12][CH2:13][O:14][CH3:15])[cH:4][cH:5][c:6]([NH2:8])[cH:7]1. The product is BrCCCOC1=C(C=CC=C1)[N+](=O)[O-] (1-(3-bromo-propoxy)-2-nitro-benzene). The solvent is CN(C=O)C (N,N-dimethylformamide). Reported procedure: In analogy to the procedure described in example 5) (a) 2-nitrophenol was treated with sodium carbonate followed by 1,3-dibromo-propane in N,N-dimethylformamide to yield the 1-(3-bromo-propoxy)-2-nitro-benzene as slightly green solid; MS: 259, 261 (M)+. As a reaction SMILES: [N+:1]([C:4]1[CH:9]=[CH:8][CH:7]=[CH:6][C:5]=1[OH:10])([O-:3])=[O:2].C(=O)([O-])[O-].[Na+].[Na+].[Br:17][CH2:18][CH2:19][CH2:20]Br>CN(C)C=O>[Br:17][CH2:18][CH2:19][CH2:20][O:10][C:5]1[CH:6]=[CH:7][CH:8]=[CH:9][C:4]=1[N+:1]([O-:3])=[O:2] |f:1.2.3|. Reactants: [N+](=O)([O-])C1=C(C=CC=C1)O (2-nitrophenol), C([O-])([O-])=O.[Na+].[Na+] (sodium carbonate), BrCCCBr (1,3-dibromo-propane). The reactants are C([O-])(O)=O.[Na+] (sodium bicarbonate), aqueous solution, S(=O)([O-])[O-].[Na+].[Na+] (sodium sulfite), C(C)(C)(C)OC(=O)NC(CO)CO[Si](C1=CC=CC=C1)(C1=CC=CC=C1)C(C)(C)C (2-(t-butoxycarbonylamino)-3-(t-butyldiphenylsiloxy)propanol), CC(=O)OI1(C=2C=CC=CC2C(=O)O1)(OC(=O)C)OC(=O)C (Dess-Martin periodinane). The solvent is C(Cl)Cl (methylene chloride). Run at time 30 minute. Yields the product C(C)(C)(C)OC(=O)NC(C=O)CO[Si](C1=CC=CC=C1)(C1=CC=CC=C1)C(C)(C)C (2-(t-Butoxycarbonylamino)-3-(t-butyldiphenylsiloxy)propanal). Reaction SMILES: [C:1]([O:5][C:6]([NH:8][CH:9]([CH2:12][O:13][Si:14]([C:27]([CH3:30])([CH3:29])[CH3:28])([C:21]1[CH:26]=[CH:25][CH:24]=[CH:23][CH:22]=1)[C:15]1[CH:20]=[CH:19][CH:18]=[CH:17][CH:16]=1)[CH2:10][OH:11])=[O:7])([CH3:4])([CH3:3])[CH3:2].CC(OI1(OC(C)=O)(OC(C)=O)OC(=O)C2C=CC=CC1=2)=O.C(=O)(O)[O-].[Na+].S([O-])([O-])=O.[Na+].[Na+]>C(Cl)Cl>[C:1]([O:5][C:6]([NH:8][CH:9]([CH2:12][O:13][Si:14]([C:27]([CH3:30])([CH3:29])[CH3:28])([C:15]1[CH:16]=[CH:17][CH:18]=[CH:19][CH:20]=1)[C:21]1[CH:22]=[CH:23][CH:24]=[CH:25][CH:26]=1)[CH:10]=[O:11])=[O:7])([CH3:4])([CH3:2])[CH3:3] |f:2.3,4.5.6|. Procedure details: To a solution of 2-(t-butoxycarbonylamino)-3-(t-butyldiphenylsiloxy)propanol (3.03 g) in methylene chloride (100 ml), Dess-Martin periodinane (3.60 g) was added at room temperature. The resulting mixture was stirred for 30 minutes. To the reaction mixture, a saturated aqueous solution (50 ml) of sodium bicarbonate and a 10% aqueous solution (50 ml) of sodium sulfite were added to cause separation. The water layer was extracted with diethyl ether (50 ml). The organic layers were combined, dried o... The reactants are ClC1=C(C(=CC=C1)F)NC1=NC2=C(N1C)C=1CC(OC1C(=C2)C(=O)OC)(C)C (methyl 2-((2-chloro-6-fluorophenyl)amino)-1,7,7-trimethyl-7,8-dihydro-1H-benzofuro[4,5-d]imidazole-5-carboxylate), FC1=C(N)C=CC(=C1)C (2-fluoro-4-methyl aniline), C[Al](C)C (trimethyl aluminium). Solvent: C1(=CC=CC=C1)C (toluene). Product: ClC1=C(C(=CC=C1)F)NC1=NC2=C(N1C)C=1CC(OC1C(=C2)C(=O)NC2=C(C=C(C=C2)C)F)(C)C (2-((2-Chloro-6-fluorophenyl)amino)-N-(2-fluoro-4-methylphenyl)-1,7,7-trimethyl-7,8-dihydro-1H-benzofuro[4,5-d]imidazole-5-carboxamide). Yield: 20.4%. Reaction SMILES: [Cl:1][C:2]1[CH:7]=[CH:6][CH:5]=[C:4]([F:8])[C:3]=1[NH:9][C:10]1[N:14]([CH3:15])[C:13]2[C:16]3[CH2:17][C:18]([CH3:28])([CH3:27])[O:19][C:20]=3[C:21]([C:23]([O:25]C)=O)=[CH:22][C:12]=2[N:11]=1.[F:29][C:30]1[CH:36]=[C:35]([CH3:37])[CH:34]=[CH:33][C:31]=1[NH2:32].C[Al](C)C>C1(C)C=CC=CC=1>[Cl:1][C:2]1[CH:7]=[CH:6][CH:5]=[C:4]([F:8])[C:3]=1[NH:9][C:10]1[N:14]([CH3:15])[C:13]2[C:16]3[CH2:17][C:18]([CH3:28])([CH3:27])[O:19][C:20]=3[C:21]([C:23]([NH:32][C:31]3[CH:33]=[CH:34][C:35]([CH3:37])=[CH:36][C:30]=3[F:29])=[O:25])=[CH:22][C:12]=2[N:11]=1. Procedure details: The title compound was prepared following the procedure described for Example-137 using methyl 2-((2-chloro-6-fluorophenyl)amino)-1,7,7-trimethyl-7,8-dihydro-1H-benzofuro[4,5-d]imidazole-5-carboxylate (Step-7 of Intermediate-49, 0.100 g, 0.247 mmol), 2-fluoro-4-methyl aniline (0.046 g, 0.371 mmol), trimethyl aluminium (2M solution in toluene) (1 mL) and dry toluene (5.0 mL) to afford 0.025 g of the desired product. 1HNMR (DMSO-d6): δ 1.58 (s, 6H), 2.29 (s, 3H), 3.48 (s, 2H), 3.56 (s, 3H), 7.00 (... The reactants are CN(C)C=O (DMF), C(C)(C)NC(C)C (diisopropylamine), C(#C)C1CC1 (ethynylcyclopropane), FC(C(C(C(F)(F)F)(F)F)(F)F)(S(=O)(=O)OC=1C=C2C(=CC1)OC1=NC=C(C=C1[C@@]21N=C(OC1)N)C#CC(C)(C)O)F ((S)-2′-amino-3-(3-hydroxy-3-methylbut-1-ynyl)-5′H-spiro[chromeno[2,3-b]pyridine-5,4′-oxazole]-7-yl 1,1,2,2,3,3,4,4,4-nonafluorobutane-1-sulfonate). The reagents and catalysts are [Cu]I (copper(i) iodide). Solvent: O (water). Reaction conditions: temperature 80 celsius. The product is NC=1OC[C@]2(N1)C1=CC(=CC=C1OC1=NC=C(C=C12)C#CC(C)(O)C)C#CC1CC1 ((S)-4-(2′-amino-7-(cyclopropylethynyl)-5′H-spiro[chromeno[2,3-b]pyridine-5,4′-oxazole]-3-yl)-2-methylbut-3-yn-2-ol). As a reaction SMILES: FC(F)(S(O[C:17]1[CH:18]=[C:19]2[C@@:30]3([CH2:34][O:33][C:32]([NH2:35])=[N:31]3)[C:29]3[C:24](=[N:25][CH:26]=[C:27]([C:36]#[C:37][C:38]([OH:41])([CH3:40])[CH3:39])[CH:28]=3)[O:23][C:20]2=[CH:21][CH:22]=1)(=O)=O)C(F)(F)C(F)(F)C(F)(F)F.CN(C=O)C.C(NC(C)C)(C)C.[C:55]([CH:57]1[CH2:59][CH2:58]1)#[CH:56]>O.[Cu]I>[NH2:35][C:32]1[O:33][CH2:34][C@:30]2([C:29]3[C:24](=[N:25][CH:26]=[C:27]([C:36]#[C:37][C:38]([CH3:40])([OH:41])[CH3:39])[CH:28]=3)[O:23][C:20]3[C:19]2=[CH:18][C:17]([C:56]#[C:55][CH:57]2[CH2:59][CH2:58]2)=[CH:22][CH:21]=3)[N:31]=1. Reported procedure: A 0.5-2 mL vial was charged with (S)-2′-amino-3-(3-hydroxy-3-methylbut-1-ynyl)-5′H-spiro[chromeno[2,3-b]pyridine-5,4′-oxazole]-7-yl 1,1,2,2,3,3,4,4,4-nonafluorobutane-1-sulfonate (106 mg, 0.167 mmol), and copper(i) iodide (3.19 mg, 0.017 mmol). The vial was flushed with Ar (g), then DMF (669 μL, 0.167 mmol), diisopropylamine (469 μL, 3.35 mmol), and ethynylcyclopropane (70.8 μL, 0.836 mmol) were added in sequence to give a yellow solution. The vial was sealed and heated overnight in at 80° C. Th... The reactants are N#CC1CC(Sc2ccc(Br)cc2C(F)(F)F)CC1OC1CCOCC1, ClCCl, O, O=C(OO)c1cccc(Cl)c1. The product is N#CC1CC(S(=O)(=O)c2ccc(Br)cc2C(F)(F)F)CC1OC1CCOCC1. As a reaction SMILES: [Br:1][c:2]1[cH:3][c:4]([C:23]([F:24])([F:25])[F:26])[c:5]([S:8][CH:9]2[CH2:10][CH:11]([O:16][CH:17]3[CH2:18][CH2:19][O:20][CH2:21][CH2:22]3)[CH:12]([C:14]#[N:15])[CH2:13]2)[cH:6][cH:7]1.[Cl:39][CH2:40][Cl:41].[OH2:38].[OH:27][O:28][C:29]([c:30]1[cH:31][c:32]([Cl:33])[cH:34][cH:35][cH:36]1)=[O:37]>>[Br:1][c:2]1[cH:3][c:4]([C:23]([F:24])([F:25])[F:26])[c:5]([S:8]([CH:9]2[CH2:10][CH:11]([O:16][CH:17]3[CH2:18][CH2:19][O:20][CH2:21][CH2:22]3)[CH:12]([C:14]#[N:15])[CH2:13]2)(=[O:27])=[O:38])[cH:6][cH:7]1. Reactants: CCCc1cc(C)c(C(=O)OCC)[nH]1, CCC=O. Product: CCCc1[nH]c(C(=O)OCC)c(C)c1CCC. RXN SMILES: [CH2:1]([CH2:2][CH3:3])[c:4]1[nH:5][c:6]([C:10](=[O:11])[O:12][CH2:13][CH3:14])[c:7]([CH3:9])[cH:8]1.[CH:15]([CH2:16][CH3:17])=[O:18]>>[CH2:1]([CH2:2][CH3:3])[c:4]1[nH:5][c:6]([C:10](=[O:11])[O:12][CH2:13][CH3:14])[c:7]([CH3:9])[c:8]1[CH2:15][CH2:16][CH3:17].